Dataset: the Open Reaction Database (ORD), a public repository of structured organic reaction records. Task: describe an organic reaction: reactants, conditions, products, and yield Starting materials: C1C(CCC2CCCCC12)OC=1C=C2C=CC(=CC2=CC1)[C@]1(NC(OC1)=O)C ((R)-4-[6-(Decahydro-naphthalen-2-yloxy)-naphthalen-2-yl]-4-methyl-oxazolidin-2-one), C(C)O (ethanol), O.[OH-].[Li+] (lithium hydroxide, monohydrate), O (water). Conditions: temperature 80 celsius. Product: N[C@](CO)(C)C1=CC2=CC=C(C=C2C=C1)OC1CC2CCCCC2CC1 ((R)-2-Amino-2-[6-(decahydro-naphthalen-2-yloxy)-naphthalen-2-yl]-propan-1-ol). Yield: 2.3%. Reaction SMILES: [CH2:1]1[CH:10]2[CH:5]([CH2:6][CH2:7][CH2:8][CH2:9]2)[CH2:4][CH2:3][CH:2]1[O:11][C:12]1[CH:13]=[C:14]2[C:19](=[CH:20][CH:21]=1)[CH:18]=[C:17]([C@:22]1([CH3:28])[CH2:26][O:25]C(=O)[NH:23]1)[CH:16]=[CH:15]2.C(O)C.O.[OH-].[Li+].O>>[NH2:23][C@@:22]([C:17]1[CH:16]=[CH:15][C:14]2[C:19](=[CH:20][CH:21]=[C:12]([O:11][CH:2]3[CH2:3][CH2:4][CH:5]4[CH:10]([CH2:9][CH2:8][CH2:7][CH2:6]4)[CH2:1]3)[CH:13]=2)[CH:18]=1)([CH3:28])[CH2:26][OH:25] |f:2.3.4|. Procedure: (R)-4-[6-(Decahydro-naphthalen-2-yloxy)-naphthalen-2-yl]-4-methyl-oxazolidin-2-one (200 mg, 0.0005 mol) was dissolved in ethanol (2.2 g, 0.049 mol) and treated with 4.2 M lithium hydroxide, monohydrate in water (2.1 mL, 0.0090 mol). The mixture was then heated to 80° C. overnight. The reaction was then cooled to room temperature and quenched with 1 N HCl. The reaction was then diluted with water and white solid formed. Solid was removed via filtration and dried overnight on filter to give 4 mg t... Reactants: BrC=1C(=CC(=C(C#N)C1)F)OC (5-bromo-2-fluoro-4-methoxybenzonitrile), C(C=C)[Sn](CCCC)(CCCC)CCCC (allyl-tributyl-stannane), [Li+].[Cl-] (LiCl). The reagents and catalysts are C=1C=CC(=CC1)[P](C=2C=CC=CC2)(C=3C=CC=CC3)[Pd]([P](C=4C=CC=CC4)(C=5C=CC=CC5)C=6C=CC=CC6)([P](C=7C=CC=CC7)(C=8C=CC=CC8)C=9C=CC=CC9)[P](C=1C=CC=CC1)(C=1C=CC=CC1)C=1C=CC=CC1 (Pd(PPh3)4). The solvent is C1(=CC=CC=C1)C (toluene). The product is FC1=C(C#N)C=C(C(=C1)OC)CC=C (2-fluoro-4-methoxy-5-(prop-2-en-1-yl)benzonitrile). RXN SMILES: Br[C:2]1[C:3]([O:11][CH3:12])=[CH:4][C:5]([F:10])=[C:6]([CH:9]=1)[C:7]#[N:8].[CH2:13]([Sn](CCCC)(CCCC)CCCC)[CH:14]=[CH2:15].[Li+].[Cl-]>C1(C)C=CC=CC=1.C1C=CC([P]([Pd]([P](C2C=CC=CC=2)(C2C=CC=CC=2)C2C=CC=CC=2)([P](C2C=CC=CC=2)(C2C=CC=CC=2)C2C=CC=CC=2)[P](C2C=CC=CC=2)(C2C=CC=CC=2)C2C=CC=CC=2)(C2C=CC=CC=2)C2C=CC=CC=2)=CC=1>[F:10][C:5]1[CH:4]=[C:3]([O:11][CH3:12])[C:2]([CH2:15][CH:14]=[CH2:13])=[CH:9][C:6]=1[C:7]#[N:8] |f:2.3,^1:41,43,62,81|. Reported procedure: A mixture of compound 5-bromo-2-fluoro-4-methoxybenzonitrile (10.0 mmol), allyl-tributyl-stannane (12.0 mmol), LiCl (20.0 mmol) and Pd(PPh3)4 (0.2 g) in anhydrous toluene was refluxed under N2 overnight. Distilled off the solvent under reduce pressure, the residue was purified with silica gel cloumn chromatography to give the product 2-fluoro-4-methoxy-5-(prop-2-en-1-yl)benzonitrile. Starting materials: BrBr (bromine), C(C)(=O)O (acetic acid), NC1=CC=C(C=C1)C(C#N)C (2-(p-aminophenyl)propionitrile), [S-]C#N.[K+] (potassium thiocyanate), C(C)(=O)O (acetic acid). Solvent: O (water). Run at temperature 50 celsius, time 2 hour. Product: NC=1SC2=C(N1)C=CC(=C2)C(C#N)C (2-amino-α-methyl benzothiazole-6-acetonitrile). The yield is 55.8%. As a reaction SMILES: BrBr.C(O)(=O)C.[NH2:7][C:8]1[CH:13]=[CH:12][C:11]([CH:14]([CH3:17])[C:15]#[N:16])=[CH:10][CH:9]=1.[S-:18][C:19]#[N:20].[K+]>O>[NH2:20][C:19]1[S:18][C:13]2[CH:12]=[C:11]([CH:14]([CH3:17])[C:15]#[N:16])[CH:10]=[CH:9][C:8]=2[N:7]=1 |f:3.4|. Procedure details: 27.4 g of bromine in 87.5 ml of 95% v/v acetic acid were added dropwise to a stirred mixture of 25 g of 2-(p-aminophenyl)propionitrile [British Pat. No. 1,198,212], 66.8 g of potassium thiocyanate and 300 ml of 95% v/v acetic acid at ambient temperature. The mixture was then stirred at 50° C. for a further 2 hours before being poured into 1.5 liters of water. The solution obtained was filtered through celite and sodium bicarbonate was then added to the filtrate until no further precipitation occ... The reactants are BrC1=CC=C(S1)C(=O)O (5-bromo-thiophene-2-carboxylic acid), C(C(=O)Cl)(=O)Cl (oxalyl chloride), FC1=C(N)C=CC=C1 (2-fluoroaniline), CCN(C(C)C)C(C)C (DIEA). Run in CC(OCC)=O (EA), C(Cl)Cl (DCM), CN(C)C=O (DMF), [Cl-].[Na+].O (brine), C(Cl)Cl (DCM). Run at time 2 hour. The product is BrC1=CC=C(S1)C(=O)NC1=C(C=CC=C1)F ((5-bromo(2-thienyl))-N-(2-fluorophenyl)carboxamide). The yield is 89.0%. RXN SMILES: [Br:1][C:2]1[S:6][C:5]([C:7]([OH:9])=O)=[CH:4][CH:3]=1.C(Cl)(=O)C(Cl)=O.[F:16][C:17]1[CH:23]=[CH:22][CH:21]=[CH:20][C:18]=1[NH2:19].CCN(C(C)C)C(C)C>C(Cl)Cl.[Cl-].[Na+].O.CC(=O)OCC.CN(C=O)C>[Br:1][C:2]1[S:6][C:5]([C:7]([NH:19][C:18]2[CH:20]=[CH:21][CH:22]=[CH:23][C:17]=2[F:16])=[O:9])=[CH:4][CH:3]=1 |f:5.6.7|. Reported procedure: A mixture of 5-bromo-thiophene-2-carboxylic acid (5) (207 mg, 1 mmol), oxalyl chloride (420 μl) and catalytic amount of DMF in 5 ml DCM was stirred at r.t for 2 h before evaporation to dryness. The resulting solid residue was dissolved in 5 ml DCM and to which were added 2-fluoroaniline (193 μl, 2 eq) and DIEA (522 μl). The reaction mixture was stirred at r.t for overnight before worked up with EA/aq. HO/brine. The org. phase was concentrated and then purified on a flash silica gel column to giv... The reactants are CN1C(C=C(C2=CC(=CC=C12)O)C)=O (1,4-Dimethyl-6-hydroxy-2-oxo-1,2-dihydroquinoline), ClC1=CC=C(CN2CCN(CC2)CCCCl)C=C1 (3-[4-(4-chlorobenzyl)-piperazin-1-yl]-propyl chloride). Product: CN1C(C=C(C2=CC(=CC=C12)OCCCN1CCN(CC1)CC1=CC=C(C=C1)Cl)C)=O (1,4-dimethyl-6-{3-[4-(4-chlorobenzyl)-piperazin-1-yl]-propoxy}-2-oxo-1,2-dihydroquinoline), Cl (hydrochloride). As a reaction SMILES: [CH3:1][N:2]1[C:11]2[C:6](=[CH:7][C:8]([OH:12])=[CH:9][CH:10]=2)[C:5]([CH3:13])=[CH:4][C:3]1=[O:14].[Cl:15][C:16]1[CH:32]=[CH:31][C:19]([CH2:20][N:21]2[CH2:26][CH2:25][N:24]([CH2:27][CH2:28][CH2:29]Cl)[CH2:23][CH2:22]2)=[CH:18][CH:17]=1>>[CH3:1][N:2]1[C:11]2[C:6](=[CH:7][C:8]([O:12][CH2:29][CH2:28][CH2:27][N:24]3[CH2:25][CH2:26][N:21]([CH2:20][C:19]4[CH:18]=[CH:17][C:16]([Cl:15])=[CH:32][CH:31]=4)[CH2:22][CH2:23]3)=[CH:9][CH:10]=2)[C:5]([CH3:13])=[CH:4][C:3]1=[O:14].[ClH:15]. Procedure details: 1,4-Dimethyl-6-hydroxy-2-oxo-1,2-dihydroquinoline is reacted with 3-[4-(4-chlorobenzyl)-piperazin-1-yl]-propyl chloride in a manner analogous to that described in Example 3. There is obtained 1,4-dimethyl-6-{3-[4-(4-chlorobenzyl)-piperazin-1-yl]-propoxy}-2-oxo-1,2-dihydroquinoline in the form of a hydrochloride which melts, with decomposition, at 215°-220° C. Run at time 2 day. The reactants are C(#N)C1=CCCC2=C(C(=CC=C12)OC)OC (1-Cyano-5,6-dimethoxy-3,4-dihydronaphthalene), CO (MeOH), C(C)OCC (diethyl ether), [C-]#N.[K+] (KCN), NH4OAc. Procedure details: A suspension of the compound of example 1 (29.2 g, 0.14 mole), 315 mL MeOH, and 110 mL diethyl ether was stirred mechanically, just below reflux temperature as a 45° solution of KCN (34 g, 0.52 mole) in 94 mL water was added dropwise, quickly. The reaction mixture was stirred at reflux for 1.5 hr. After cooling briefly a solution of NH4OAc (21 g, 0.27 mole) in 34 mL water was added. Water was added until cloudy and the solution was stored at 0° for 2 days. The solid was filtered, washed with 60°... Run in O (water), O (Water), O (water). Yields the product C(#N)C1C(CCC2=C(C(=CC=C12)OC)OC)C#N (1,2-Dicyano-5,6-dimethoxytetralin). Isolated yield 41.3%. RXN SMILES: [C:1]([C:3]1[C:12]2[C:7](=[C:8]([O:15][CH3:16])[C:9]([O:13][CH3:14])=[CH:10][CH:11]=2)[CH2:6][CH2:5][CH:4]=1)#[N:2].CO.C(OCC)C.[C-:24]#[N:25].[K+]>O>[C:1]([CH:3]1[C:12]2[C:7](=[C:8]([O:15][CH3:16])[C:9]([O:13][CH3:14])=[CH:10][CH:11]=2)[CH2:6][CH2:5][CH:4]1[C:24]#[N:25])#[N:2] |f:3.4|. Starting materials: C1(=CC=CC=C1)CCOP1OCC2(CO1)COP(OC2)OCCC2=CC=CC=C2 (3,9-di(2-phenylethoxy)-2,4,8,10-tetraoxa-3,9-diphosphaspiro[5,5]undecane), C1(=CC=CC=C1)CCBr (2-phenylethyl bromide). Conditions: time 10 hour. The product is C1OPOCC12COPOC2 (2,4,8,10-tetraoxa-3,9-diphosphaspiro[5,5]undecane). Isolated yield 184.8%. As a reaction SMILES: C1(CCO[P:10]2[O:15][CH2:14][C:13]3([CH2:20][O:19][P:18](OCCC4C=CC=CC=4)[O:17][CH2:16]3)[CH2:12][O:11]2)C=CC=CC=1.C1(CCBr)C=CC=CC=1>>[CH2:20]1[C:13]2([CH2:12][O:11][PH:10][O:15][CH2:14]2)[CH2:16][O:17][PH:18][O:19]1. Procedure details: 436.4 g (1.0 mol) of 3,9-di(2-phenylethoxy)-2,4,8,10-tetraoxa-3,9-diphosphaspiro[5,5]undecane and 370.1 g (2.0 mol) of 2-phenylethyl bromide were charged into a reactor equipped with a stirrer, thermometer and capacitor, and dry nitrogen was caused to flow into the reactor under agitation at room temperature. Thereafter, heating was started with an oil bath which was kept at 180° C. for 10 hours. The oil bath was removed to cool the reactor to room temperature. 2,000 ml of methanol was added to ... The reactants are N1N=CN=C1 (1,2,4-triazole), [H-].[Na+] (NaH), ClC1=NN=C(C2=CC=C(C=C12)OC(F)F)CC1=C(C=NC=C1Cl)Cl (4-chloro-1-(3,5-dichloro-pyridin-4-ylmethyl)-6-difluoromethoxy-phthalazine). Solvent: CN(C)C=O (DMF). Product: ClC=1C=NC=C(C1CC1=NN=C(C2=CC(=CC=C12)OC(F)F)N1N=CN=C1)Cl (1-(3,5-Dichloro-pyridin-4-ylmethyl)-6-difluoromethoxy-4-[1,2,4]triazol-1-yl-phthalazine). The yield is 56.2%. Reaction SMILES: [NH:1]1[CH:5]=[N:4][CH:3]=[N:2]1.[H-].[Na+].Cl[C:9]1[C:18]2[C:13](=[CH:14][CH:15]=[C:16]([O:19][CH:20]([F:22])[F:21])[CH:17]=2)[C:12]([CH2:23][C:24]2[C:29]([Cl:30])=[CH:28][N:27]=[CH:26][C:25]=2[Cl:31])=[N:11][N:10]=1>CN(C=O)C>[Cl:31][C:25]1[CH:26]=[N:27][CH:28]=[C:29]([Cl:30])[C:24]=1[CH2:23][C:12]1[C:13]2[C:18](=[CH:17][C:16]([O:19][CH:20]([F:21])[F:22])=[CH:15][CH:14]=2)[C:9]([N:1]2[CH:5]=[N:4][CH:3]=[N:2]2)=[N:10][N:11]=1 |f:1.2|. Procedure details: A solution under N2 of 1,2,4-triazole (2.4 g, 34.8 mmoles) in DMF (100 ml) was added with NaH (1.05 g, 26.1 mmoles). The mixture was stirred at room temperature up to clarity, then added with 4-chloro-1-(3,5-dichloro-pyridin-4-ylmethyl)-6-difluoromethoxy-phthalazine (6.8 g, 17.4 mmoles), prepared as described in example 99. The mixture was heated at 100° C. for 5 hours, extracted three times with CH2Cl2. The organic phase was anhydrified and dried to give a solid which was flash chromatographed ...